Dataset: the Open Reaction Database (ORD), a public repository of structured organic reaction records. Task: describe an organic reaction: reactants, conditions, products, and yield Starting materials: C(C)(C)(C)OC(C(CNC(=O)C=1N=C(C2=CC(=CC=C2C1O)OC1=CC=CC=C1)C#N)C1=CC=CC=C1)=O (3-[(1-cyano-4-hydroxy-7-phenoxy-isoquinoline-3-carbonyl)-amino]-2-phenyl-propionic acid tert-butyl ester), C(=O)(C(F)(F)F)O (TFA), O (water). The solvent is C(Cl)Cl (DCM). Reaction conditions: time 3 hour. Product: C(#N)C1=NC(=C(C2=CC=C(C=C12)OC1=CC=CC=C1)O)C(=O)NCC(C(=O)O)C1=CC=CC=C1 (3-[(1-Cyano-4-hydroxy-7-phenoxy-isoquinoline-3-carbonyl)-amino]-2-phenyl-propionic acid). Isolated yield 93.6%. As a reaction SMILES: C([O:5][C:6](=[O:38])[CH:7]([C:32]1[CH:37]=[CH:36][CH:35]=[CH:34][CH:33]=1)[CH2:8][NH:9][C:10]([C:12]1[N:13]=[C:14]([C:30]#[N:31])[C:15]2[C:20]([C:21]=1[OH:22])=[CH:19][CH:18]=[C:17]([O:23][C:24]1[CH:29]=[CH:28][CH:27]=[CH:26][CH:25]=1)[CH:16]=2)=[O:11])(C)(C)C.C(O)(C(F)(F)F)=O.O>C(Cl)Cl>[C:30]([C:14]1[C:15]2[C:20](=[CH:19][CH:18]=[C:17]([O:23][C:24]3[CH:25]=[CH:26][CH:27]=[CH:28][CH:29]=3)[CH:16]=2)[C:21]([OH:22])=[C:12]([C:10]([NH:9][CH2:8][CH:7]([C:32]2[CH:37]=[CH:36][CH:35]=[CH:34][CH:33]=2)[C:6]([OH:38])=[O:5])=[O:11])[N:13]=1)#[N:31]. Procedure: A mixture of 3-[(1-cyano-4-hydroxy-7-phenoxy-isoquinoline-3-carbonyl)-amino]-2-phenyl-propionic acid tert-butyl ester (60 mg) and TFA (2 mL) in DCM (2 mL) was stirred at rt for 3 h. The mixture was concentrated and resulting residue was treated with water; solids were collected via filtration and air dried to give desired product (50 mg). LC-MS ESI+: 454 (M+1)+.